From a dataset of the Open Reaction Database (ORD), a public repository of structured organic reaction records. describe an organic reaction: reactants, conditions, products, and yield Reactants: CN(C)C1CCN(c2nc3ccc(N)cc3s2)C1, O=C(O)C=Cc1cccc(F)c1. Yields the product CN(C)C1CCN(c2nc3ccc(NC(=O)C=Cc4cccc(F)c4)cc3s2)C1. As a reaction SMILES: [CH3:13][N:14]([CH:15]1[CH2:16][N:17]([c:20]2[s:21][c:22]3[c:23]([n:24]2)[cH:25][cH:26][c:27]([NH2:29])[cH:28]3)[CH2:18][CH2:19]1)[CH3:30].[F:1][c:2]1[cH:3][c:4]([CH:5]=[CH:6][C:7](=[O:8])[OH:9])[cH:10][cH:11][cH:12]1>>[F:1][c:2]1[cH:3][c:4]([CH:5]=[CH:6][C:7](=[O:9])[NH:29][c:27]2[cH:26][cH:25][c:23]3[c:22]([s:21][c:20]([N:17]4[CH2:16][CH:15]([N:14]([CH3:13])[CH3:30])[CH2:19][CH2:18]4)[n:24]3)[cH:28]2)[cH:10][cH:11][cH:12]1. Starting materials: C=CCBr, Cc1ccccc1, Cl, COc1ccc(I)c(CC(C)NC(=O)C(F)(F)F)c1, [K+], [K+], [K+], O=C([O-])[O-], [OH-]. Yields the product C=CCN(C(=O)C(F)(F)F)C(C)Cc1cc(OC)ccc1I. RXN SMILES: [CH2:28]([CH:29]=[CH2:30])[Br:31].[CH3:33][c:34]1[cH:35][cH:36][cH:37][cH:38][cH:39]1.[ClH:32].[F:1][C:2]([C:3](=[O:4])[NH:5][CH:6]([CH2:7][c:8]1[c:9]([I:16])[cH:10][cH:11][c:12]([O:14][CH3:15])[cH:13]1)[CH3:17])([F:18])[F:19].[K+:20].[K+:21].[K+:27].[O-:22][C:23]([O-:24])=[O:25].[OH-:26]>>[F:1][C:2]([C:3](=[O:4])[N:5]([CH:6]([CH2:7][c:8]1[c:9]([I:16])[cH:10][cH:11][c:12]([O:14][CH3:15])[cH:13]1)[CH3:17])[CH2:30][CH:29]=[CH2:28])([F:18])[F:19]. Reaction SMILES: C([O:24][CH:25]([C:27]1[CH:32]=[CH:31][CH:30]=[CH:29][C:28]=1[Br:33])[CH3:26])(=O)CCCCCCCCCCCCCCCCCCCCC>O>[Br:33][C:28]1[CH:29]=[CH:30][CH:31]=[CH:32][C:27]=1[C@@H:25]([OH:24])[CH3:26]. Starting materials: (R,S)-1-(2-bromophenyl)ethanol, (R,S)-1-(2-bromophenyl)ethanol, C(CCCCCCCCCCCCCCCCCCCCC)(=O)OC(C)C1=C(C=CC=C1)Br (1-(2-bromophenyl)ethyl behenate). Procedure details: Interesterification was carried out by using 3 g of Lipase QL, 50 g of (R,S)-1-(2-bromophenyl)ethanol, and 150 g of tribehen under the same conditions as in Example 3 at 105° C. for a period of 20 hours. The water content of the reaction system was 0.01% by weight, and 90% of the lipase particles had a particle size of 30 to 50 μm. Gas chromatography of the reaction mixture revealed that 45 mol % of (R,S)-1-(2-bromophenyl)ethanol had been converted to 1-(2-bromophenyl)ethyl behenate. The reactio... Solvent: O (water). Yield: 82.0%. Product: BrC1=C(C=CC=C1)[C@H](C)O ((S)-(-)-1-(2-bromophenyl)ethanol). Starting materials: C(#N)C1(CC1)NC(=O)[C@H]1N(C[C@@H](C1)S(=O)(=O)C1=C(C=C(C=C1)F)C(F)(F)F)C=1N(N=C(C1)C)C1CCOCC1 ((2S,4R)-4-(4-fluoro-2-trifluoromethyl-benzenesulfonyl)-1-[5-methyl-2-(tetrahydro-pyran-4-yl)-2H-pyrazol-3-yl]-pyrrolidine-2-carboxylic acid (1-cyano-cyclopropyl)-amide), Cl.FC1(CNC1)F (3,3-difluoroazetidine hydrochloride). Run in C(C)#N (acetonitrile). The product is C(#N)C1(CC1)NC(=O)[C@H]1N(C[C@@H](C1)S(=O)(=O)C1=C(C=C(C=C1)N1CC(C1)(F)F)C(F)(F)F)C=1N(N=C(C1)C)C1CCOCC1 ((2S,4R)-4-[4-(3,3-Difluoro-azetidin-1-yl)-2-trifluoromethyl-benzenesulfonyl]-1-[5-methyl-2-(tetrahydro-pyran-4-yl)-2H-pyrazol-3-yl]-pyrrolidine-2-carboxylic acid (1-cyano-cyclopropyl)-amide). RXN SMILES: [C:1]([C:3]1([NH:6][C:7]([C@@H:9]2[CH2:13][C@@H:12]([S:14]([C:17]3[CH:22]=[CH:21][C:20](F)=[CH:19][C:18]=3[C:24]([F:27])([F:26])[F:25])(=[O:16])=[O:15])[CH2:11][N:10]2[C:28]2[N:29]([CH:34]3[CH2:39][CH2:38][O:37][CH2:36][CH2:35]3)[N:30]=[C:31]([CH3:33])[CH:32]=2)=[O:8])[CH2:5][CH2:4]1)#[N:2].Cl.[F:41][C:42]1([F:46])[CH2:45][NH:44][CH2:43]1>C(#N)C>[C:1]([C:3]1([NH:6][C:7]([C@@H:9]2[CH2:13][C@@H:12]([S:14]([C:17]3[CH:22]=[CH:21][C:20]([N:44]4[CH2:45][C:42]([F:46])([F:41])[CH2:43]4)=[CH:19][C:18]=3[C:24]([F:25])([F:27])[F:26])(=[O:15])=[O:16])[CH2:11][N:10]2[C:28]2[N:29]([CH:34]3[CH2:39][CH2:38][O:37][CH2:36][CH2:35]3)[N:30]=[C:31]([CH3:33])[CH:32]=2)=[O:8])[CH2:4][CH2:5]1)#[N:2] |f:1.2|. Procedure: In analogy to the procedure described in example 389, (2S,4R)-4-(4-fluoro-2-trifluoromethyl-benzenesulfonyl)-1-[5-methyl-2-(tetrahydro-pyran-4-yl)-2H-pyrazol-3-yl]-pyrrolidine-2-carboxylic acid (1-cyano-cyclopropyl)-amide (example 396c) was reacted with 3,3-difluoroazetidine hydrochloride (CAS Reg. No. 288315-03-7) in acetonitrile at 55° C. for 48 h to give the title compound as colorless foam. MS (ESI): m/z=643.3 [M+H]+. The reactants are N#CC1CCCN1C(=O)CBr, CC(C)(C)OC(=O)C12CCC(N)(CC1)CC2. Product: CC(C)(C)OC(=O)C12CCC(NCC(=O)N3CCCC3C#N)(CC1)CC2. RXN SMILES: [Br:17][CH2:18][C:19](=[O:20])[N:21]1[CH:22]([C:26]#[N:27])[CH2:23][CH2:24][CH2:25]1.[NH2:1][C:2]12[CH2:3][CH2:4][C:5]([C:10](=[O:11])[O:12][C:13]([CH3:14])([CH3:15])[CH3:16])([CH2:6][CH2:7]1)[CH2:8][CH2:9]2>>[NH:1]([C:2]12[CH2:3][CH2:4][C:5]([C:10](=[O:11])[O:12][C:13]([CH3:14])([CH3:15])[CH3:16])([CH2:6][CH2:7]1)[CH2:8][CH2:9]2)[CH2:18][C:19](=[O:20])[N:21]1[CH:22]([C:26]#[N:27])[CH2:23][CH2:24][CH2:25]1. Reactants: C(CCC)N=C=O (n-butyl isocyanate), ON1C(CC(CC1(C)C)OC(C1=CC=CC=C1)=O)(C)C (1-hydroxy-4-benzoyloxy-2,2,6,6-tetramethylpiperidine). Solvent: C1(=CC=CC=C1)C (toluene), C1(=CC=CC=C1)C (toluene). Reaction conditions: temperature 50 celsius. Yields the product C(C1=CC=CC=C1)(=O)OC1CC(N(C(C1)(C)C)OC(NCCCC)=O)(C)C (4-Benzoyloxy-1-n-butylcarbamoyloxy-2,2,6,6-tetramethylpiperidine). Isolated yield 29.2%. As a reaction SMILES: [CH2:1]([N:5]=[C:6]=[O:7])[CH2:2][CH2:3][CH3:4].[OH:8][N:9]1[C:14]([CH3:16])([CH3:15])[CH2:13][CH:12]([O:17][C:18](=[O:25])[C:19]2[CH:24]=[CH:23][CH:22]=[CH:21][CH:20]=2)[CH2:11][C:10]1([CH3:27])[CH3:26]>C1(C)C=CC=CC=1>[C:18]([O:17][CH:12]1[CH2:13][C:14]([CH3:16])([CH3:15])[N:9]([O:8][C:6](=[O:7])[NH:5][CH2:1][CH2:2][CH2:3][CH3:4])[C:10]([CH3:27])([CH3:26])[CH2:11]1)(=[O:25])[C:19]1[CH:24]=[CH:23][CH:22]=[CH:21][CH:20]=1. Reported procedure: A solution of 4.66 g (40 mmol) of n-butyl isocyanate in 10 ml of toluene is added over 10 minutes to a suspension of 10.6 g (38.2 mmol) of 1-hydroxy-4-benzoyloxy-2,2,6,6-tetramethylpiperidine in 40 ml of toluene. The reaction mixture is heated at 50° C. for 30 minutes. The reaction mixture is then filtered, and the residue from evaporation of the filtrate is crystallized from hexane to give 4.2 g (29% yield) of a white solid, m.p. 126-27° C. Reactants: COc1cccc(C(N)=O)c1, CCO, Cl, [K+], [K+], O=C([O-])[O-], C1=C(c2ccccn2)CCNC1. Yields the product COc1cccc(C(=O)NCN2CC=C(c3ccccn3)CC2)c1. RXN SMILES: [CH3:1][O:2][c:3]1[cH:4][c:5]([C:6](=[O:7])[NH2:8])[cH:9][cH:10][cH:11]1.[CH3:31][CH2:32][OH:33].[ClH:18].[K+:12].[K+:13].[O-:14][C:15]([O-:16])=[O:17].[n:19]1[c:20]([C:25]2=[CH:30][CH2:29][NH:28][CH2:27][CH2:26]2)[cH:21][cH:22][cH:23][cH:24]1>>[CH3:1][O:2][c:3]1[cH:4][c:5]([C:6](=[O:7])[NH:8][CH2:15][N:28]2[CH2:27][CH2:26][C:25]([c:20]3[n:19][cH:24][cH:23][cH:22][cH:21]3)=[CH:30][CH2:29]2)[cH:9][cH:10][cH:11]1.